From a dataset of the Open Reaction Database (ORD), a public repository of structured organic reaction records. describe an organic reaction: reactants, conditions, products, and yield The reactants are O (water), CC(C)S (2-Propanethiol), ClC=1C2=C(SC1C(=O)N)C=CC(=C2)OCC2=CC=CC=C2 (3-chloro-5-(phenylmethoxy)benzo[b]thiophene-2-carboxamide), C1(=NNCCCCCCCC1)C1=CCCCCCCCCC1 (diazabicycloundecene). Run in CN(C)C=O (DMF). Reaction conditions: temperature 55 celsius, time 1 hour. The product is CC(C)SC=1C2=C(SC1C(=O)N)C=CC(=C2)OCC2=CC=CC=C2 (3-[(1-methylethyl)thio]-5-(phenylmethoxy)benzo[b]thiophene-2-carboxamide). The yield is 98.0%. RXN SMILES: [CH3:1][CH:2]([SH:4])[CH3:3].Cl[C:6]1[C:7]2[CH:17]=[C:16]([O:18][CH2:19][C:20]3[CH:25]=[CH:24][CH:23]=[CH:22][CH:21]=3)[CH:15]=[CH:14][C:8]=2[S:9][C:10]=1[C:11]([NH2:13])=[O:12].C1(C2CCCCCCCCCC=2)CCCCCCCCNN=1.O>CN(C=O)C>[CH3:1][CH:2]([S:4][C:6]1[C:7]2[CH:17]=[C:16]([O:18][CH2:19][C:20]3[CH:25]=[CH:24][CH:23]=[CH:22][CH:21]=3)[CH:15]=[CH:14][C:8]=2[S:9][C:10]=1[C:11]([NH2:13])=[O:12])[CH3:3]. Procedure: 2-Propanethiol (0.8 mL, 8 mmol) is added to a solution of 3-chloro-5-(phenylmethoxy)benzo[b]thiophene-2-carboxamide (1.0 g, 3 mmol) and diazabicycloundecene (DBU) (2.6 mL, 17 mmol) in 10 mL of DMF and the mixture is warmed to 55° C. for 1 hour. The reaction mixture is allowed to cool and then poured into water and stirred. After 1 hour, the precipitate is filtered off, washed with water, and dried to provide 3-[(1-methylethyl)thio]-5-(phenylmethoxy)benzo[b]thiophene-2-carboxamide in 98% yield; m... Reactants: N1CCCCC1 (piperidine), OC1(C(CCCC1)C1=CC=CC=C1)C(CC1=C(C=CC(=C1)S(=O)(=O)[O-])C)C (2-(1-Hydroxy-2-phenylcyclohexyl)-propyl-p-toluenesulfonate), OC1(C(CCCC1)C1=CC=CC=C1)C(CC1=C(C=CC(=C1)S(=O)(=O)[O-])C)C (2-(1-Hydroxy-2-phenylcyclohexyl)-propyl-p-toluenesulfonate), C(C=C)CN (allylmethylamine), C(C=C)CN (allylmethylamine). Product: C(C=C)CNCC(C)C1(C(CCCC1)C1=CC=CC=C1)O (1-(2-Allylmethylamino-1-methylethyl)-2-phenylcyclohexanol). As a reaction SMILES: N1CCCCC1.[CH2:7]([CH2:10][NH2:11])[CH:8]=[CH2:9].[OH:12][C:13]1([CH:25]([CH3:38])[CH2:26]C2C=C(S([O-])(=O)=O)C=CC=2C)[CH2:18][CH2:17][CH2:16][CH2:15][CH:14]1[C:19]1[CH:24]=[CH:23][CH:22]=[CH:21][CH:20]=1>>[CH2:7]([CH2:10][NH:11][CH2:38][CH:25]([C:13]1([OH:12])[CH2:18][CH2:17][CH2:16][CH2:15][CH:14]1[C:19]1[CH:20]=[CH:21][CH:22]=[CH:23][CH:24]=1)[CH3:26])[CH:8]=[CH2:9]. Reported procedure: The procedure of Example II is followed except that piperidine is replaced by allylmethylamine. Starting with 12 g allylmethylamine and 30 g of tosylate (Compound III), 5.9 g of product is obtained. Starting materials: [OH-].[Na+] (NaOH), COC(\C=C\C=C(\CCCC)/C1=CC(=CC=C1)OC)=O ((2E,4Z)-5-(3-methoxyphenyl)-2,4-nonadienoic acid methyl ester). Solvent: CO (methanol). Reaction conditions: time 2 hour. Yields the product COC=1C=C(C=CC1)\C(=C/C=C/C(=O)O)\CCCC ((2E,4Z)-5-(3-methoxyphenyl)-2,4-nonadienoic acid). Isolated yield 75.4%. RXN SMILES: C[O:2][C:3](=[O:20])/[CH:4]=[CH:5]/[CH:6]=[C:7](\[C:12]1[CH:17]=[CH:16][CH:15]=[C:14]([O:18][CH3:19])[CH:13]=1)/[CH2:8][CH2:9][CH2:10][CH3:11].[OH-].[Na+]>CO>[CH3:19][O:18][C:14]1[CH:13]=[C:12](/[C:7](/[CH2:8][CH2:9][CH2:10][CH3:11])=[CH:6]\[CH:5]=[CH:4]\[C:3]([OH:20])=[O:2])[CH:17]=[CH:16][CH:15]=1 |f:1.2|. Procedure details: As described in Example 99, (2E,4Z)-5-(3-methoxyphenyl)-2,4-nonadienoic acid methyl ester (11 g) was saponified in a refluxing mixture of methanol (30 mL) and 2N NaOH (30 mL). After 2 hours the reaction was worked up in the usual way to yield 7.87 g of (2E,4Z)-5-(3-methoxyphenyl)-2,4-nonadienoic acid. A portion was crystallized from ether-hexane to give the analytical sample, mp 106.5°-107.5° C. Reactants: ClC1=C(C=C2C(NC=NC2=C1)=O)[N+](=O)[O-] (7-Chloro-6-nitro-quinazolin-4-one), P(=O)(Cl)(Cl)Cl (phosphorous oxychloride), P(Cl)(Cl)(Cl)(Cl)Cl (phosphorous pentachloride). Yields the product ClC1=NC=NC2=CC(=C(C=C12)[N+](=O)[O-])Cl (4,7-dichloro-6-nitro-quinazoline). As a reaction SMILES: [Cl:1][C:2]1[CH:11]=[C:10]2[C:5]([C:6](=O)[NH:7][CH:8]=[N:9]2)=[CH:4][C:3]=1[N+:13]([O-:15])=[O:14].P(Cl)(Cl)([Cl:18])=O.P(Cl)(Cl)(Cl)(Cl)Cl>>[Cl:18][C:6]1[C:5]2[C:10](=[CH:11][C:2]([Cl:1])=[C:3]([N+:13]([O-:15])=[O:14])[CH:4]=2)[N:9]=[CH:8][N:7]=1. Reported procedure: 7-Chloro-6-nitro-quinazolin-4-one (1.002 g, 4.44mmol), phosphorous oxychloride (11.5 g, 7.51 mmol) and phosphorous pentachloride (1.62 g, 7.74 mmol) were refluxed for 2 hours and the reaction mixture was concentrated in vacuo to a residue which was triturated with toluene and then again with chloroform and dried in vacuo to afford crude 4,7-dichloro-6-nitro-quinazoline. This was dissolved in 35 mL of isopropyl alcohol and 3-ethynylaniline (639 mg, 5.45 mmol) and refluxed for 3 hours. The cooled ... Starting materials: O=C(CBr)c1ccccc1, O=C([O-])[O-], CCCNC(=O)c1ccc2c(c1)N(C(C)CN1CCCC1)c1ccccc1S2, CC#N, [I-], [K+], [K+], [Na+]. Product: [Br-], CCCNC(=O)c1ccc2c(c1)N(C(C)C[N+]1(CC(=O)c3ccccc3)CCCC1)c1ccccc1S2. RXN SMILES: [Br:37][CH2:38][C:39](=[O:40])[c:41]1[cH:42][cH:43][cH:44][cH:45][cH:46]1.[C:1](=[O:2])([O-:3])[O-:4].[CH2:9]([CH2:10][CH3:11])[NH:12][C:13](=[O:14])[c:15]1[cH:16][c:17]2[c:26]([cH:27][cH:28]1)[S:25][c:24]1[c:19]([cH:20][cH:21][cH:22][cH:23]1)[N:18]2[CH:29]([CH2:30][N:31]1[CH2:32][CH2:33][CH2:34][CH2:35]1)[CH3:36].[CH3:47][C:48]#[N:49].[I-:8].[K+:5].[K+:6].[Na+:7]>>[Br-:37].[CH2:9]([CH2:10][CH3:11])[NH:12][C:13](=[O:14])[c:15]1[cH:16][c:17]2[c:26]([cH:27][cH:28]1)[S:25][c:24]1[c:19]([cH:20][cH:21][cH:22][cH:23]1)[N:18]2[CH:29]([CH2:30][N+:31]1([CH2:38][C:39](=[O:40])[c:41]2[cH:42][cH:43][cH:44][cH:45][cH:46]2)[CH2:32][CH2:33][CH2:34][CH2:35]1)[CH3:36]. Starting materials: ClC1=CC=2N(C3=CC(=CC=C13)OC)C=C(N2)C(=O)OCC (ethyl 5-chloro-8-methoxyimidazo-[1,2-a]-quinoline-2-carboxylate), [OH-].[Na+] (sodium hydroxide). Solvent: CO (methanol). The product is ClC1=CC=2N(C3=CC(=CC=C13)OC)C=C(N2)C(=O)O (5-chloro-8-methoxyimidazo-[1,2-a]-quinoline-2-carboxylic acid). Reaction SMILES: [Cl:1][C:2]1[C:11]2[C:6](=[CH:7][C:8]([O:12][CH3:13])=[CH:9][CH:10]=2)[N:5]2[CH:14]=[C:15]([C:17]([O:19]CC)=[O:18])[N:16]=[C:4]2[CH:3]=1.[OH-].[Na+]>CO>[Cl:1][C:2]1[C:11]2[C:6](=[CH:7][C:8]([O:12][CH3:13])=[CH:9][CH:10]=2)[N:5]2[CH:14]=[C:15]([C:17]([OH:19])=[O:18])[N:16]=[C:4]2[CH:3]=1 |f:1.2|. Reported procedure: 800 mg of ethyl 5-chloro-8-methoxyimidazo-[1,2-a]-quinoline-2-carboxylate were mixed with 10 ml of methanol and 20 ml of 1 N sodium hydroxide solution. The mixture obtained was refluxed for 1 hour and the solid sodium salt which separated out was filtered off and then was dissolved in 20 ml of water. The solution was acidified with concentrated hydrochloric acid to obtain a white precipitate of 5-chloro-8-methoxyimidazo-[1,2-a]-quinoline-2-carboxylic acid. The precipitate was filtered off and wa... Starting materials: C(C)(C)(C)OC(=O)N1CN(C(C1)C=1NC=C(N1)C1=CC=C(C=C1)Br)C(C(C(C)C)NC(=O)OC)=O (4-(4-Bromo-phenyl)-3′-(2-methoxycarbonylamino-3-methyl-butyryl)-2′,3′,4′,5′-tetrahydro-1H-[2,4′]biimidazolyl-1′-carboxylic acid tert-butyl ester), COCCOC (DME), COC(NC(C(C)C)C(=O)N1C(CCC1)C=1NC=C(N1)C1=CC=C(C=C1)B1OC(C(O1)(C)C)(C)C)=O ([2-Methyl-1-(2-{4-[4-(4,4,5,5-tetramethyl-[1,3,2]dioxaborolan-2-yl)-phenyl]-1H-imidazol-2-yl}-pyrrolidine-1-carbonyl)-propyl]-carbamic acid methyl ester), C([O-])([O-])=O.[K+].[K+] (Potassium carbonate). The reagents and catalysts are C=1C=CC(=CC1)[P](C=2C=CC=CC2)(C=3C=CC=CC3)[Pd]([P](C=4C=CC=CC4)(C=5C=CC=CC5)C=6C=CC=CC6)([P](C=7C=CC=CC7)(C=8C=CC=CC8)C=9C=CC=CC9)[P](C=1C=CC=CC1)(C=1C=CC=CC1)C=1C=CC=CC1 (Pd(PPh3)4). Run in O (water). Reaction conditions: temperature 120 celsius. Product: C(C)(C)(C)OC(=O)N1CN(C(C1)C=1NC(=CN1)C1=CC=C(C=C1)C1=CC=C(C=C1)C=1NC(=NC1)C1N(CCC1)C(C(C(C)C)NC(=O)OC)=O)C(C(C(C)C)NC(=O)OC)=O (3′-(2-Methoxycarbonylamino-3-methyl-butyryl)-5-(4′-{2-[1-(2-methoxycarbonylamino-3-methyl-butyryl)-pyrrolidin-2-yl]-3H-imidazol-4-yl}-biphenyl-4-yl)-2′,3′,4′,5′-tetrahydro-1H-[2,4′]biimidazolyl-1′-carboxylic acid tert-butyl ester). Yield: 48.1%. Reaction SMILES: [C:1]([O:5][C:6]([N:8]1[CH2:12][CH:11]([C:13]2[NH:14][CH:15]=[C:16]([C:18]3[CH:23]=[CH:22][C:21](Br)=[CH:20][CH:19]=3)[N:17]=2)[N:10]([C:25](=[O:35])[CH:26]([NH:30][C:31]([O:33][CH3:34])=[O:32])[CH:27]([CH3:29])[CH3:28])[CH2:9]1)=[O:7])([CH3:4])([CH3:3])[CH3:2].[CH3:36][O:37][C:38](=[O:71])[NH:39][CH:40]([C:44]([N:46]1[CH2:50][CH2:49][CH2:48][CH:47]1[C:51]1[NH:52][CH:53]=[C:54]([C:56]2[CH:61]=[CH:60][C:59](B3OC(C)(C)C(C)(C)O3)=[CH:58][CH:57]=2)[N:55]=1)=[O:45])[CH:41]([CH3:43])[CH3:42].C(=O)([O-])[O-].[K+].[K+].COCCOC>C1C=CC([P]([Pd]([P](C2C=CC=CC=2)(C2C=CC=CC=2)C2C=CC=CC=2)([P](C2C=CC=CC=2)(C2C=CC=CC=2)C2C=CC=CC=2)[P](C2C=CC=CC=2)(C2C=CC=CC=2)C2C=CC=CC=2)(C2C=CC=CC=2)C2C=CC=CC=2)=CC=1.O>[C:1]([O:5][C:6]([N:8]1[CH2:12][CH:11]([C:13]2[NH:17][C:16]([C:18]3[CH:23]=[CH:22][C:21]([C:59]4[CH:60]=[CH:61][C:56]([C:54]5[NH:55][C:51]([CH:47]6[CH2:48][CH2:49][CH2:50][N:46]6[C:44](=[O:45])[CH:40]([NH:39][C:38]([O:37][CH3:36])=[O:71])[CH:41]([CH3:43])[CH3:42])=[N:52][CH:53]=5)=[CH:57][CH:58]=4)=[CH:20][CH:19]=3)=[CH:15][N:14]=2)[N:10]([C:25](=[O:35])[CH:26]([NH:30][C:31]([O:33][CH3:34])=[O:32])[CH:27]([CH3:29])[CH3:28])[CH2:9]1)=[O:7])([CH3:4])([CH3:3])[CH3:2] |f:2.3.4,^1:87,89,108,127|. Reported procedure: 4-(4-Bromo-phenyl)-3′-(2-methoxycarbonylamino-3-methyl-butyryl)-2′,3′,4′,5′-tetrahydro-1H-[2,4′]biimidazolyl-1′-carboxylic acid tert-butyl ester (75 mg, 0.136 mmol) was combined with [2-Methyl-1-(2-{4-[4-(4,4,5,5-tetramethyl-[1,3,2]dioxaborolan-2-yl)-phenyl]-1H-imidazol-2-yl}-pyrrolidine-1-carbonyl)-propyl]-carbamic acid methyl ester (67.6 mg, 0.136 mmol) under an argon atmosphere. Potassium carbonate (37.5 mg, 0.272 mmol) and Pd(PPh3)4 (15.7 mg, 0.014 mmol) were added, followed by DME (3 mL) an...